Dataset: the Open Reaction Database (ORD), a public repository of structured organic reaction records. Task: describe an organic reaction: reactants, conditions, products, and yield Reactants: ClC1=CC=C(CC=2N=C(C3=C(N2)OC(=N3)C3=CC(=C(C(=C3)C)OC)C)O)C=C1 (5-(4-chlorobenzyl)-2-(4-methoxy-3,5-dimethylphenyl)oxazolo[5,4-d]pyrimidin-7-ol), P(=O)(Cl)(Cl)Cl (phosphorus oxychloride). Yields the product ClC=1C2=C(N=C(N1)CC1=CC=C(C=C1)Cl)OC(=N2)C2=CC(=C(C(=C2)C)OC)C (7-Chloro-5-(4-chlorobenzyl)-2-(4-methoxy-3,5-dimethylphenyl)oxazolo[5,4-d]pyrimidine). Reaction SMILES: [Cl:1][C:2]1[CH:28]=[CH:27][C:5]([CH2:6][C:7]2[N:8]=[C:9](O)[C:10]3[N:15]=[C:14]([C:16]4[CH:21]=[C:20]([CH3:22])[C:19]([O:23][CH3:24])=[C:18]([CH3:25])[CH:17]=4)[O:13][C:11]=3[N:12]=2)=[CH:4][CH:3]=1.P(Cl)(Cl)([Cl:31])=O>>[Cl:31][C:9]1[C:10]2[N:15]=[C:14]([C:16]3[CH:17]=[C:18]([CH3:25])[C:19]([O:23][CH3:24])=[C:20]([CH3:22])[CH:21]=3)[O:13][C:11]=2[N:12]=[C:7]([CH2:6][C:5]2[CH:4]=[CH:3][C:2]([Cl:1])=[CH:28][CH:27]=2)[N:8]=1. Procedure details: 10 g of 5-(4-chlorobenzyl)-2-(4-methoxy-3,5-dimethylphenyl)oxazolo[5,4-d]pyrimidin-7-ol and 50 ml of phosphorus oxychloride were heated at 90° C. for 5 h. The mixture was then allowed to cool. The solid formed was filtered off with suction, washed with diethyl ether and dried. This gave 10.4 g (99%) of the title compound. Starting materials: CCOc1ccc(CO)cc1, C1CCOC1, CC(C)OC(=O)N=NC(=O)OC(C)C, COC(=O)C1=Cc2cc(O)ccc2S(=O)(=O)CC1, c1ccc(P(c2ccccc2)c2ccccc2)cc1. Yields the product CCOc1ccc(COc2ccc3c(c2)C=C(C(=O)OC)CCS3(=O)=O)cc1. As a reaction SMILES: [CH2:19]([CH3:20])[O:21][c:22]1[cH:23][cH:24][c:25]([CH2:26][OH:27])[cH:28][cH:29]1.[CH2:63]1[O:64][CH2:65][CH2:66][CH2:67]1.[O:49]=[C:50]([O:51][CH:52]([CH3:53])[CH3:54])[N:55]=[N:56][C:57]([O:58][CH:59]([CH3:60])[CH3:61])=[O:62].[OH:1][c:2]1[cH:3][cH:4][c:5]2[c:6]([cH:18]1)[CH:7]=[C:8]([C:14](=[O:15])[O:16][CH3:17])[CH2:9][CH2:10][S:11]2(=[O:12])=[O:13].[c:30]1([P:31]([c:32]2[cH:33][cH:34][cH:35][cH:36][cH:37]2)[c:38]2[cH:39][cH:40][cH:41][cH:42][cH:43]2)[cH:44][cH:45][cH:46][cH:47][cH:48]1>>[O:1]([c:2]1[cH:3][cH:4][c:5]2[c:6]([cH:18]1)[CH:7]=[C:8]([C:14](=[O:15])[O:16][CH3:17])[CH2:9][CH2:10][S:11]2(=[O:12])=[O:13])[CH2:26][c:25]1[cH:24][cH:23][c:22]([O:21][CH2:19][CH3:20])[cH:29][cH:28]1.